This data is from the Open Reaction Database (ORD), a public repository of structured organic reaction records. The task is: describe an organic reaction: reactants, conditions, products, and yield The reactants are CC(=O)O, I, CC(O)(CCN1CCOCC1)c1ccccc1-c1ccccc1. The product is CC(CCN1CCOCC1)c1ccccc1-c1ccccc1. Reaction SMILES: [CH3:25][C:26](=[O:27])[OH:28].[IH:24].[O:1]1[CH2:2][CH2:3][N:4]([CH2:7][CH2:8][C:9]([CH3:10])([OH:11])[c:12]2[c:13](-[c:18]3[cH:19][cH:20][cH:21][cH:22][cH:23]3)[cH:14][cH:15][cH:16][cH:17]2)[CH2:5][CH2:6]1>>[O:1]1[CH2:2][CH2:3][N:4]([CH2:7][CH2:8][CH:9]([CH3:10])[c:12]2[c:13](-[c:18]3[cH:19][cH:20][cH:21][cH:22][cH:23]3)[cH:14][cH:15][cH:16][cH:17]2)[CH2:5][CH2:6]1. RXN SMILES: [CH2:22]1[O:23][CH2:24][CH2:25][CH2:26]1.[Cl:10][c:11]1[n:12][c:13]([C:18](=[O:19])[O:20][CH3:21])[cH:14][c:15]([Cl:17])[n:16]1.[H-:8].[Na+:9].[OH:1][CH:2]1[CH2:3][CH2:4][CH2:5][CH2:6][CH2:7]1>>[O:1]([CH:2]1[CH2:3][CH2:4][CH2:5][CH2:6][CH2:7]1)[C:18]([c:13]1[n:12][c:11]([Cl:10])[n:16][c:15]([Cl:17])[cH:14]1)=[O:19]. The product is O=C(OC1CCCCC1)c1cc(Cl)nc(Cl)n1. The reactants are C1CCOC1, COC(=O)c1cc(Cl)nc(Cl)n1, [H-], [Na+], OC1CCCCC1. The reactants are NC1=CC2=C(N=C(S2)NC(C2=CC=NC=C2)=O)C=C1 (N-(6-aminobenzothiazol-2-yl)isonicotinamide), ClC1=NC=NC2=CC(=C(C=C12)OC)OC (4-chloro-6,7-dimethoxyquinazoline). Run in C(C)O (ethanol). Product: COC=1C=C2C(=NC=NC2=CC1OC)NC1=CC2=C(N=C(S2)NC(C2=CC=NC=C2)=O)C=C1 (N-[6-(6,7-Dimethoxyquinazolin-4-ylamino)benzothiazol-2-yl]isonicotinamide). As a reaction SMILES: [NH2:1][C:2]1[CH:19]=[CH:18][C:5]2[N:6]=[C:7]([NH:9][C:10](=[O:17])[C:11]3[CH:16]=[CH:15][N:14]=[CH:13][CH:12]=3)[S:8][C:4]=2[CH:3]=1.Cl[C:21]1[C:30]2[C:25](=[CH:26][C:27]([O:33][CH3:34])=[C:28]([O:31][CH3:32])[CH:29]=2)[N:24]=[CH:23][N:22]=1>C(O)C>[CH3:32][O:31][C:28]1[CH:29]=[C:30]2[C:25](=[CH:26][C:27]=1[O:33][CH3:34])[N:24]=[CH:23][N:22]=[C:21]2[NH:1][C:2]1[CH:19]=[CH:18][C:5]2[N:6]=[C:7]([NH:9][C:10](=[O:17])[C:11]3[CH:12]=[CH:13][N:14]=[CH:15][CH:16]=3)[S:8][C:4]=2[CH:3]=1. Procedure: N-[6-(6,7-Dimethoxyquinazolin-4-ylamino)benzothiazol-2-yl]isonicotinamide was prepared by heating a mixture of N-(6-aminobenzothiazol-2-yl)isonicotinamide Intermediate 3, 50 mg, 0.185 mmol) and 4-chloro-6,7-dimethoxyquinazoline (Fluorochem, 42 mg, 0.185 mmol in ethanol (3 mL) to 80° C. for 2 h. The resulting precipitate was separated by filtration, washed with ethanol and dried (yellow solid, 82 mg, 0.179 mmol, 97%). LC/ESI-MS: m/z 459 [M+H]+; m/z=457 [M−H]−; Rt=2.65 min. Reactants: CCOC(C)=O, CCN(CC)CC1CCCCC1=O, CO, Cl, [N-]=[N+]=[N-], [N-]=[N+]=[N-], [Na+], O. The product is CCN(CC)CC1CCCCC(=O)N1, Cl. RXN SMILES: [C:25]([O:26][CH2:27][CH3:28])(=[O:29])[CH3:30].[CH2:5]([CH3:6])[N:7]([CH2:8][CH3:9])[CH2:10][CH:11]1[C:12](=[O:17])[CH2:13][CH2:14][CH2:15][CH2:16]1.[CH3:23][OH:24].[ClH:22].[N-:19]=[N+:20]=[N-:21].[N-:1]=[N+:2]=[N-:3].[Na+:18].[OH2:4]>>[CH2:5]([CH3:6])[N:7]([CH2:8][CH3:9])[CH2:10][CH:11]1[CH2:16][CH2:15][CH2:14][CH2:13][C:12](=[O:17])[NH:19]1.[ClH:22]. The reactants are CC(=O)OC(C)C, CCCC[NH+](CCCC)CCCC, CCO, [Fe+3], [Fe+3], O=S(=O)([O-])[O-], O=S(=O)([O-])[O-], O=S(=O)([O-])[O-], O, O=C([O-])C(O)c1ccc(O)c2ccsc12, O=S(=O)(O)O. Product: O=Cc1ccc(O)c2ccsc12. Reaction SMILES: [C:37]([O:38][CH:39]([CH3:40])[CH3:41])(=[O:42])[CH3:43].[CH2:16]([NH+:17]([CH2:18][CH2:19][CH2:20][CH3:21])[CH2:22][CH2:23][CH2:24][CH3:25])[CH2:26][CH2:27][CH3:28].[CH3:29][CH2:30][OH:31].[Fe+3:44].[Fe+3:45].[O-:46][S:47](=[O:48])(=[O:49])[O-:50].[O-:51][S:52](=[O:53])(=[O:54])[O-:55].[O-:56][S:57](=[O:58])(=[O:59])[O-:60].[OH2:61].[OH:1][CH:2]([C:3]([O-:4])=[O:5])[c:6]1[cH:7][cH:8][c:9]([OH:15])[c:10]2[c:11]1[s:12][cH:13][cH:14]2.[S:32](=[O:33])(=[O:34])([OH:35])[OH:36]>>[O:1]=[CH:2][c:6]1[cH:7][cH:8][c:9]([OH:15])[c:10]2[c:11]1[s:12][cH:13][cH:14]2. The reactants are C(C1=CC=CC=C1)NC1=C(C(=C(C=2C(C(OC21)(C)C)C2=CC=C(C=C2)C(C)C)C)OC)C (N-benzyl-3-(4-isopropylphenyl)-5-methoxy-2,2,4,6-tetramethyl-2,3-dihydro-1-benzofuran-7-amine). Run in C(C)(=O)OCC.CCCCCC (ethyl acetate hexane). Yields the product C(C)(C)C1=CC=C(C=C1)C1C(OC2=C1C(=C(C(=C2N)C)OC)C)(C)C (3-(4-Isopropylphenyl)-5-methoxy-2,2,4,6-tetramethyl-2,3-dihydro-1-benzofuran-7-amine). Isolated yield 83.0%. As a reaction SMILES: C([NH:8][C:9]1[C:17]2[O:16][C:15]([CH3:19])([CH3:18])[CH:14]([C:20]3[CH:25]=[CH:24][C:23]([CH:26]([CH3:28])[CH3:27])=[CH:22][CH:21]=3)[C:13]=2[C:12]([CH3:29])=[C:11]([O:30][CH3:31])[C:10]=1[CH3:32])C1C=CC=CC=1>C(OCC)(=O)C.CCCCCC>[CH:26]([C:23]1[CH:24]=[CH:25][C:20]([CH:14]2[C:13]3[C:12]([CH3:29])=[C:11]([O:30][CH3:31])[C:10]([CH3:32])=[C:9]([NH2:8])[C:17]=3[O:16][C:15]2([CH3:19])[CH3:18])=[CH:21][CH:22]=1)([CH3:28])[CH3:27] |f:1.2|. Reported procedure: Using N-benzyl-3-(4-isopropylphenyl)-5-methoxy-2,2,4,6-tetramethyl-2,3-dihydro-1-benzofuran-7-amine obtained in Reference Example 95, the title compound was synthesized in the same manner as in Reference Example 30. Yield 83%. Melting point: 111-112° C. (ethyl acetate-hexane). Starting materials: N#Cc1ccc(OC2CCN(c3ccncc3)C2)cc1, CC(C)(C)O, [K+], [OH-]. Yields the product NC(=O)c1ccc(OC2CCN(c3ccncc3)C2)cc1. RXN SMILES: [C:1](#[N:2])[c:3]1[cH:4][cH:5][c:6]([O:7][CH:8]2[CH2:9][N:10]([c:13]3[cH:14][cH:15][n:16][cH:17][cH:18]3)[CH2:11][CH2:12]2)[cH:19][cH:20]1.[C:23]([OH:24])([CH3:25])([CH3:26])[CH3:27].[K+:22].[OH-:21]>>[C:1]([NH2:2])([c:3]1[cH:4][cH:5][c:6]([O:7][CH:8]2[CH2:9][N:10]([c:13]3[cH:14][cH:15][n:16][cH:17][cH:18]3)[CH2:11][CH2:12]2)[cH:19][cH:20]1)=[O:21]. Reactants: C(CO)O (ethylene glycol), C(COCCO)O (diethylene glycol), OCC(O)CO (glycerol), alkoxide, alkoxylated alcohol, [Ca] (calcium), titanium alkoxide, [Ca] (calcium), aluminum alkoxide. Reagents/catalysts: Catalyst A. Product: C(C(C)O)O (propylene glycol), butanediols, C(CC)(O)O (propane diol). Reaction SMILES: [Ca].C(O)C[OH:4].C(O)COCCO.[OH:13][CH2:14][CH:15]([CH2:17][OH:18])[OH:16]>>[CH2:14]([OH:13])[CH:15]([OH:16])[CH3:17].[CH:17]([OH:18])([OH:4])[CH2:15][CH3:14]. Procedure details: The preferred calcium-containing catalysts are those which have previously been employed for alkoxylation processes. For example, Smith et al., WO 2006/025898, which is incorporated by reference, generally describes an alkoxylation catalyst comprising a calcium-containing compound modified by the addition of a acid, preferably a strong acid, generally referred to herein as “Catalyst Z”. Carboxylic acids or ether components are optionally added to the catalyst composition. More specifically, in o...